Dataset: the Open Reaction Database (ORD), a public repository of structured organic reaction records. Task: describe an organic reaction: reactants, conditions, products, and yield The reactants are ClC=1C(=C2C(=NC1)NC(=N2)C2=CC=C(C=C2)OCCN2CCOCC2)Cl (6,7-Dichloro-2-[4-(2-morpholin-4-ylethoxy)phenyl]-3H-imidazo[4,5-b]pyridine), NC1CNCC1 (3-aminopyrrolidine). The solvent is CCOC(=O)C (EtOAc). Yields the product ClC=1C(=C2C(=NC1)N=C(N2)C2=CC=C(C=C2)OCCN2CCOCC2)N2CC(CC2)N (1-(6-Chloro-2-{4-[2-(4-morpholinyl)ethoxy]phenyl}-1H-imidazo[4,5-b]pyridin-7-yl)-3-pyrrolidinamine). Isolated yield 61.0%. RXN SMILES: [Cl:1][C:2]1[C:3](Cl)=[C:4]2[N:10]=[C:9]([C:11]3[CH:16]=[CH:15][C:14]([O:17][CH2:18][CH2:19][N:20]4[CH2:25][CH2:24][O:23][CH2:22][CH2:21]4)=[CH:13][CH:12]=3)[NH:8][C:5]2=[N:6][CH:7]=1.[NH2:27][CH:28]1[CH2:32][CH2:31][NH:30][CH2:29]1>CCOC(C)=O>[Cl:1][C:2]1[C:3]([N:30]2[CH2:31][CH2:32][CH:28]([NH2:27])[CH2:29]2)=[C:4]2[NH:10][C:9]([C:11]3[CH:12]=[CH:13][C:14]([O:17][CH2:18][CH2:19][N:20]4[CH2:21][CH2:22][O:23][CH2:24][CH2:25]4)=[CH:15][CH:16]=3)=[N:8][C:5]2=[N:6][CH:7]=1. Procedure: 6,7-Dichloro-2-[4-(2-morpholin-4-ylethoxy)phenyl]-3H-imidazo[4,5-b]pyridine (Example 206) (40 mg, 110 μmol) and 3-aminopyrrolidine (0.5 ml) were heated at 195° C. for 15 min and then allowed to cool. The reaction mixture was diluted with EtOAc (5 ml) and extracted with 4M HCl (4 ml). The aqueous phase was neutralized with saturated aqueous NaHCO3 and extracted with EtOAc (4 ml). The organic phase was evaporated in vacuo and the residue dissolved in acetonitrile (2 ml) and subjected to semi-prepa...